Dataset: the Open Reaction Database (ORD), a public repository of structured organic reaction records. Task: describe an organic reaction: reactants, conditions, products, and yield Reactants: O=S1(CCN(CC2=C1C=CC=C2)C2=NC1=CC=C(C=C1C(=C2)NCC(CC(=O)O)O)C)=O (4-{[2-(1,1-Dioxido-2,3-dihydro-1,4-benzothiazepin-4(5H)-yl)-6-methylquinolin-4-yl]amino}-3-hydroxybutanoic acid), [BH4-].[Na+] (sodium borohydride), II (iodine). The solvent is O1CCCC1 (tetrahydrofuran), O (water). The product is O=S1(CCN(CC2=C1C=CC=C2)C2=NC1=CC=C(C=C1C(=C2)NCC(CCO)O)C)=O (4-{[2-(1,1-Dioxido-2,3-dihydro-1,4-benzothiazepin-4(5H)-yl)-6-methylquinolin-4-yl]amino}butane-1,3-diol). Isolated yield 41.2%. As a reaction SMILES: [O:1]=[S:2]1(=[O:32])[C:8]2[CH:9]=[CH:10][CH:11]=[CH:12][C:7]=2[CH2:6][N:5]([C:13]2[CH:22]=[C:21]([NH:23][CH2:24][CH:25]([OH:30])[CH2:26][C:27](O)=[O:28])[C:20]3[C:15](=[CH:16][CH:17]=[C:18]([CH3:31])[CH:19]=3)[N:14]=2)[CH2:4][CH2:3]1.[BH4-].[Na+].II>O1CCCC1.O>[O:32]=[S:2]1(=[O:1])[C:8]2[CH:9]=[CH:10][CH:11]=[CH:12][C:7]=2[CH2:6][N:5]([C:13]2[CH:22]=[C:21]([NH:23][CH2:24][CH:25]([OH:30])[CH2:26][CH2:27][OH:28])[C:20]3[C:15](=[CH:16][CH:17]=[C:18]([CH3:31])[CH:19]=3)[N:14]=2)[CH2:4][CH2:3]1 |f:1.2|. Procedure details: A solution of 4-{[2-(1,1-dioxido-2,3-dihydro-1,4-benzothiazepin-4(5H)-yl)-6-methylquinolin-4-yl]amino}-3-hydroxybutanoic acid (50.0 mg, 0.11 mmol, prepared in analogy to Example 11-3), sodium borohydride (100.0 g, 2.6 mmol) and iodine (300.0 mg, 1.2 mmol) in tetrahydrofuran (10.0 mL) was stirred at room temperature for 16 hours. The reaction mixture was diluted with water (20 mL) and extracted with ethyl acetate (100 mL). The organic layer was washed with brine (50 mL×2), dried over anhydrous so... The reactants are C(C1=CC=CC=C1)OC(=O)N1[C@H]([C@H](C[C@@H](C1)C(=O)OC)NCC1=C(C=CC(=C1)OC(F)(F)F)OC)C1=CC=CC=C1 ((2S*,3S*,5S*)-1-benzyloxycarbonyl-5-methoxycarbonyl-3-[N-(2-methoxy-5-trifluoromethoxybenzyl)amino]-2-phenylpiperidine), C1CCOC1 (THF). The reagents and catalysts are [OH-].[OH-].[Pd+2] (Pd(OH)2). Solvent: CO (MeOH). Product: COC(=O)[C@H]1C[C@@H]([C@@H](NC1)C1=CC=CC=C1)NCC1=C(C=CC(=C1)OC(F)(F)F)OC ((2S*,3S*,5S*)-5-Methoxycarbonyl-3-[N-(2-methoxy-5-trifluoromethoxybenzyl)amino]-2-phenylpiperidine). As a reaction SMILES: C(OC([N:11]1[CH2:16][C@@H:15]([C:17]([O:19][CH3:20])=[O:18])[CH2:14][C@H:13]([NH:21][CH2:22][C:23]2[CH:28]=[C:27]([O:29][C:30]([F:33])([F:32])[F:31])[CH:26]=[CH:25][C:24]=2[O:34][CH3:35])[C@@H:12]1[C:36]1[CH:41]=[CH:40][CH:39]=[CH:38][CH:37]=1)=O)C1C=CC=CC=1.C1COCC1>[OH-].[OH-].[Pd+2].CO>[CH3:20][O:19][C:17]([C@@H:15]1[CH2:16][NH:11][C@@H:12]([C:36]2[CH:37]=[CH:38][CH:39]=[CH:40][CH:41]=2)[C@@H:13]([NH:21][CH2:22][C:23]2[CH:28]=[C:27]([O:29][C:30]([F:33])([F:31])[F:32])[CH:26]=[CH:25][C:24]=2[O:34][CH3:35])[CH2:14]1)=[O:18] |f:2.3.4|. Reported procedure: A mixture of (2S*,3S*,5S*)-1-benzyloxycarbonyl-5-methoxycarbonyl-3-[N-(2-methoxy-5-trifluoromethoxybenzyl)amino]-2-phenylpiperidine (1.007 g, 1.758 mmol) and 20% Pd(OH)2 /C (0.258 g), THF (5.0 ml), and MeOH (30.0 ml) was stirred under an atmosphere of H2 (baloon) at room temperature for an hour. The catalyst was filtered off by the aid of Celite, and washed with THF. The combined filtrate and THF washings were concentrated in vacuo to give title compound (0.789 g, quantitatively) as a pale yello... Starting materials: COc1ccc2c(O)c(-c3ccccc3)c(C)cc2c1, O=Cc1ccc(F)c(C(F)(F)F)c1, [H-], [Na+], CN(C)C=O. Yields the product COc1ccc2c(Oc3ccc(C=O)cc3C(F)(F)F)c(-c3ccccc3)c(C)cc2c1. RXN SMILES: [CH3:1][O:2][c:3]1[cH:4][c:5]2[cH:6][c:7]([CH3:20])[c:8](-[c:14]3[cH:15][cH:16][cH:17][cH:18][cH:19]3)[c:9]([OH:13])[c:10]2[cH:11][cH:12]1.[F:23][c:24]1[c:25]([C:32]([F:33])([F:34])[F:35])[cH:26][c:27]([CH:28]=[O:29])[cH:30][cH:31]1.[H-:21].[Na+:22].[O:36]=[CH:37][N:38]([CH3:39])[CH3:40]>>[CH3:1][O:2][c:3]1[cH:4][c:5]2[cH:6][c:7]([CH3:20])[c:8](-[c:14]3[cH:15][cH:16][cH:17][cH:18][cH:19]3)[c:9]([O:13][c:24]3[c:25]([C:32]([F:33])([F:34])[F:35])[cH:26][c:27]([CH:28]=[O:29])[cH:30][cH:31]3)[c:10]2[cH:11][cH:12]1. Reactants: NC1[C@@H]2N(C(=C(CS2)C(CCO)SC2=NN=NN2)C(=O)O)C1=O (7-amino-3-[1-(2-hydroxyethyl)-1H-tetrazol-5-ylthiomethyl]-3-cephem-4-carboxylic acid), C[Si](C)(C)CC(=O)N (trimethylsilylacetamide), C(=O)NC=1SC=C(N1)C(C(=O)O)=NOCC#C (2-(2-formamidothiazol-4-yl)-2-propargyloxyiminoacetic acid), P(=O)(Cl)(Cl)Cl (phosphoryl chloride). Solvent: C(C)(=O)OCC (ethyl acetate), C(C)(=O)OCC (ethyl acetate), CN(C=O)C (dimethylformamide). The product is C(=O)NC=1SC=C(N1)C(C(=O)NC1[C@@H]2N(C(=C(CS2)C(CCO)SC2=NN=NN2)C(=O)O)C1=O)=NOCC#C (7-[2-(2-formamidothiazol-4-yl)-2-propargyloxyiminoacetamido]-3-[1-(2-hydroxyethyl)-1H-tetrazol-5-ylthiomethyl]-3-cephem-4-carboxylic acid). Isolated yield 60.4%. Reaction SMILES: [NH2:1][CH:2]1[C:22](=[O:23])[N:4]2[C:5]([C:19]([OH:21])=[O:20])=[C:6]([CH:9]([S:13][C:14]3[NH:18][N:17]=[N:16][N:15]=3)[CH2:10][CH2:11][OH:12])[CH2:7][S:8][C@H:3]12.C[Si](CC(N)=O)(C)C.[CH:32]([NH:34][C:35]1[S:36][CH:37]=[C:38]([C:40](=[N:44][O:45][CH2:46][C:47]#[CH:48])[C:41](O)=[O:42])[N:39]=1)=[O:33].P(Cl)(Cl)(Cl)=O>C(OCC)(=O)C.CN(C)C=O>[CH:32]([NH:34][C:35]1[S:36][CH:37]=[C:38]([C:40](=[N:44][O:45][CH2:46][C:47]#[CH:48])[C:41]([NH:1][CH:2]2[C:22](=[O:23])[N:4]3[C:5]([C:19]([OH:21])=[O:20])=[C:6]([CH:9]([S:13][C:14]4[NH:15][N:16]=[N:17][N:18]=4)[CH2:10][CH2:11][OH:12])[CH2:7][S:8][C@H:3]23)=[O:42])[N:39]=1)=[O:33]. Reported procedure: A solution of 7-amino-3-[1-(2-hydroxyethyl)-1H-tetrazol-5-ylthiomethyl]-3-cephem-4-carboxylic acid (2.0 g) and trimethylsilylacetamide (5.9 g) in dry ethyl acetate (40.0 ml) and a solution of 2-(2-formamidothiazol-4-yl)-2-propargyloxyiminoacetic acid (syn isomer, 1.6 g), dry dimethylformamide (0.5 g) and phosphoryl chloride (1.0 g) in dry ethyl acetate (52.0 ml) were treated in a similar manner to that of Example 1-(1) to give 7-[2-(2-formamidothiazol-4-yl)-2-propargyloxyiminoacetamido]-3-[1-(2-... The reactants are ClC(=O)OCC (Ethyl chloroformate), NC=1C(=NC=CC1)I (3-amino-2-iodo-pyridine). Solvent: N1=CC=CC=C1 (pyridine). Reaction conditions: temperature 0 celsius, time 2 hour. The product is C(C)OC(NC=1C(=NC=CC1)I)=O ((2-Iodo-pyridin-3-yl)-carbamic acid ethyl ester). The yield is 64.6%. RXN SMILES: Cl[C:2]([O:4][CH2:5][CH3:6])=[O:3].[NH2:7][C:8]1[C:9]([I:14])=[N:10][CH:11]=[CH:12][CH:13]=1>N1C=CC=CC=1>[CH2:5]([O:4][C:2](=[O:3])[NH:7][C:8]1[C:9]([I:14])=[N:10][CH:11]=[CH:12][CH:13]=1)[CH3:6]. Reported procedure: Ethyl chloroformate (0.91 mL, 9.5 mmol) is added to a solution of 3-amino-2-iodo-pyridine (1.4 g, 6.36 mmol) in 15 mL of pyridine cooled at 0° C. The mixture is stirred at 0° C. for 2 hours and allowed to warm slowly to room temperature. At this time, excess pyridine is removed in vacuo. The residue is diluted with EtOAc and washed with water, 1N HCl and saturated NaHCO3. The organic layer is dried over MgSO4, filtered and concentrated in vacuo. The crude product is purified by column chromatogr... The reactants are Br, Br, CC(=O)O, CCC(=O)c1ccc(Cl)nc1. Yields the product CC(Br)C(=O)c1ccc(Cl)nc1. As a reaction SMILES: [Br:1].[BrH:13].[CH3:14][C:15](=[O:16])[OH:17].[Cl:2][c:3]1[cH:4][cH:5][c:6]([C:9]([CH2:10][CH3:11])=[O:12])[cH:7][n:8]1>>[Cl:2][c:3]1[cH:4][cH:5][c:6]([C:9]([CH:10]([CH3:11])[Br:13])=[O:12])[cH:7][n:8]1. Starting materials: C(CC1=CC=CC=C1)NC(=O)C=1C(=NOC1C1=CC=C(C=C1)Br)C (5-(4-bromo-phenyl)-3-methyl-isoxazole-4-carboxylic acid phenethyl-amide), C(C)OC(=O)C1(CC1)C1=CC=C(C=C1)B1OC(C(O1)(C)C)(C)C (1-[4-(4,4,5,5-tetramethyl-[1,3,2]dioxaborolan-2-yl)-phenyl]-cyclopropanecarboxylic acid ethyl ester). Yields the product C(C)OC(=O)C1(CC1)C1=CC=C(C=C1)C1=CC=C(C=C1)C1=C(C(=NO1)C)C(NCCC1=CC=CC=C1)=O (1-[4′-(3-Methyl-4-phenethylcarbamoyl-isoxazol-5-yl)-biphenyl-4-yl]-cyclopropanecarboxylic acid ethyl ester). Reaction SMILES: [CH2:1]([NH:9][C:10]([C:12]1[C:13]([CH3:24])=[N:14][O:15][C:16]=1[C:17]1[CH:22]=[CH:21][C:20](Br)=[CH:19][CH:18]=1)=[O:11])[CH2:2][C:3]1[CH:8]=[CH:7][CH:6]=[CH:5][CH:4]=1.[CH2:25]([O:27][C:28]([C:30]1([C:33]2[CH:38]=[CH:37][C:36](B3OC(C)(C)C(C)(C)O3)=[CH:35][CH:34]=2)[CH2:32][CH2:31]1)=[O:29])[CH3:26]>>[CH2:25]([O:27][C:28]([C:30]1([C:33]2[CH:38]=[CH:37][C:36]([C:20]3[CH:21]=[CH:22][C:17]([C:16]4[O:15][N:14]=[C:13]([CH3:24])[C:12]=4[C:10](=[O:11])[NH:9][CH2:1][CH2:2][C:3]4[CH:8]=[CH:7][CH:6]=[CH:5][CH:4]=4)=[CH:18][CH:19]=3)=[CH:35][CH:34]=2)[CH2:31][CH2:32]1)=[O:29])[CH3:26]. Procedure details: Prepared according to the procedure described in Example 3, Step 5, using 5-(4-bromo-phenyl)-3-methyl-isoxazole-4-carboxylic acid phenethyl-amide and 1-[4-(4,4,5,5-tetramethyl-[1,3,2]dioxaborolan-2-yl)-phenyl]-cyclopropanecarboxylic acid ethyl ester.